This data is from the Open Reaction Database (ORD), a public repository of structured organic reaction records. The task is: describe an organic reaction: reactants, conditions, products, and yield Reaction SMILES: [N:1]1([CH2:10][C:11]2[N:16]=[C:15]([CH2:17][N:18]3[C:26](=[O:27])[C:25]4[C:20](=[CH:21][CH:22]=[CH:23][CH:24]=4)[C:19]3=[O:28])[CH:14]=[CH:13][CH:12]=2)[C:9]2[C:4](=[CH:5][CH:6]=[CH:7][CH:8]=2)[CH:3]=[CH:2]1.[C:29](Cl)(=[O:33])[C:30](Cl)=[O:31].[OH:35][N:36]1[C:40](=[O:41])[CH2:39][CH2:38][C:37]1=[O:42].N1C=CC=CC=1>ClCCl>[O:42]=[C:37]1[CH2:38][CH2:39][C:40](=[O:41])[N:36]1[O:35][C:29](=[O:33])[C:30]([C:3]1[C:4]2[C:9](=[CH:8][CH:7]=[CH:6][CH:5]=2)[N:1]([CH2:10][C:11]2[CH:12]=[CH:13][CH:14]=[C:15]([CH2:17][N:18]3[C:19](=[O:28])[C:20]4[C:25](=[CH:24][CH:23]=[CH:22][CH:21]=4)[C:26]3=[O:27])[N:16]=2)[CH:2]=1)=[O:31]. Run at temperature 0 celsius, time 30 minute. Starting materials: N1=CC=CC=C1 (pyridine), N1(C=CC2=CC=CC=C12)CC1=CC=CC(=N1)CN1C(C2=CC=CC=C2C1=O)=O (2-(6-Indol-1-ylmethyl-pyridin-2-ylmethyl)-isoindole-1,3-dione), ON1C(CCC1=O)=O (N-hydroxysuccinimide), C(C(=O)Cl)(=O)Cl (Oxalylchloride). The yield is 84.7%. Yields the product O=C1N(C(CC1)=O)OC(C(=O)C1=CN(C2=CC=CC=C12)CC1=NC(=CC=C1)CN1C(C2=CC=CC=C2C1=O)=O)=O ({1-[6-(1,3-Dioxo-1,3-dihydro-isoindol-2-ylmethyl)-pyridin-2-ylmethyl]-1H-indol-3-yl}-oxo-acetic Acid 2,5-Dioxo-pyrrolidin-1-yl Ester). Run in ClCCl (dichloromethane). Procedure: 2-(6-Indol-1-ylmethyl-pyridin-2-ylmethyl)-isoindole-1,3-dione (2.70 g, 7.35 mmol) was dissolved in dichloromethane (50 ml) and cooled to 0° C. Oxalylchloride (0.63 ml, 7.35 mmol) was added and the reaction kept at 0° C. for 30 minutes before the addition of N-hydroxysuccinimide (0.85 g, 7.35 mmol) followed by careful addition of pyridine (1.19 ml, 14.7 mmol). The reaction was kept at 0° C. for 30 minutes before it was allowed to slowly regain room temperature during 3 hours and then washed with ... The reactants are C(C)OC(CN(C)C)=O (N,N-dimethylglycine ethyl ester), ( c ), ( a ), BrC=1C=CC(=C(C1)C(F)(F)F)Cl (5-bromo-2-chlorobenzotrifluoride). Product: CN(C)CC1OC2=CC=CC=C2C(C1)C1=CC(=C(C=C1)Cl)C(F)(F)F (2-(N,N-dimethylaminomethyl)-4-(4-chloro-3-trifluoromethylphenyl)chroman). RXN SMILES: [CH2:1]([O:3][C:4](=O)[CH2:5][N:6]([CH3:8])[CH3:7])[CH3:2].Br[C:11]1[CH:12]=[CH:13][C:14]([Cl:21])=[C:15]([C:17]([F:20])([F:19])[F:18])[CH:16]=1>>[CH3:7][N:6]([CH2:5][CH:4]1[CH2:14][CH:13]([C:11]2[CH:12]=[CH:13][C:14]([Cl:21])=[C:15]([C:17]([F:20])([F:19])[F:18])[CH:16]=2)[C:12]2[C:1](=[CH:2][CH:15]=[CH:16][CH:11]=2)[O:3]1)[CH3:8]. Procedure details: The process of example 4 was repeated using N,N-dimethylglycine ethyl ester in place of N,N-dimethylalanine ethyl ester in part (a), and using 5-bromo-2-chlorobenzotrifluoride in place of 4-bromochlorobenzene in part (c) to yield the title compound which was isolated as the hydrochloride salt. The reactants are Cc1ccccc1, CCOC(C)=O, ClCc1ccccc1, [H-], Nc1cc(-c2ccccn2)cn(-c2ccccc2)c1=O, [Na+]. Yields the product O=c1c(NCc2ccccc2)cc(-c2ccccn2)cn1-c1ccccc1. Reaction SMILES: [CH3:23][c:24]1[cH:25][cH:26][cH:27][cH:28][cH:29]1.[CH3:38][CH2:39][O:40][C:41](=[O:42])[CH3:43].[Cl:30][CH2:31][c:32]1[cH:33][cH:34][cH:35][cH:36][cH:37]1.[H-:21].[NH2:1][c:2]1[c:3](=[O:20])[n:4](-[c:14]2[cH:15][cH:16][cH:17][cH:18][cH:19]2)[cH:5][c:6](-[c:8]2[n:9][cH:10][cH:11][cH:12][cH:13]2)[cH:7]1.[Na+:22]>>[NH:1]([c:2]1[c:3](=[O:20])[n:4](-[c:14]2[cH:15][cH:16][cH:17][cH:18][cH:19]2)[cH:5][c:6](-[c:8]2[n:9][cH:10][cH:11][cH:12][cH:13]2)[cH:7]1)[CH2:23][c:24]1[cH:25][cH:26][cH:27][cH:28][cH:29]1. Reactants: Nc1ncnc2c1nc(Br)n2C1CC(O)C(CO)O1, N#C[Na], CN(C)C=O. Yields the product NCc1nc2c(N)ncnc2n1C1CC(O)C(CO)O1. As a reaction SMILES: [Br:1][c:2]1[n:3]([CH:4]2[CH2:5][CH:6]([OH:7])[CH:8]([CH2:9][OH:10])[O:11]2)[c:12]2[n:13][cH:14][n:15][c:16]([NH2:19])[c:17]2[n:18]1.[Na:20][C:21]#[N:22].[O:23]=[CH:24][N:25]([CH3:26])[CH3:27]>>[c:2]1([CH2:21][NH2:22])[n:3]([CH:4]2[CH2:5][CH:6]([OH:7])[CH:8]([CH2:9][OH:10])[O:11]2)[c:12]2[n:13][cH:14][n:15][c:16]([NH2:19])[c:17]2[n:18]1. RXN SMILES: C(OC(N(C(OC(C)(C)C)=O)[C:9](=[O:40])[C:10]1[CH:15]=[C:14]([N:16]2[CH2:20][CH2:19][CH2:18][C:17]2=[O:21])[CH:13]=[CH:12][C:11]=1[C:22]([N:24]1[CH2:29][CH2:28][N:27]([C:30]2[C:35]([CH3:36])=[CH:34][C:33]([CH:37]3[CH2:39][CH2:38]3)=[CH:32][N:31]=2)[CH2:26][CH2:25]1)=[O:23])=O)(C)(C)C.[NH:48]1[CH2:53][CH2:52][O:51][CH2:50][CH2:49]1>>[CH:37]1([C:33]2[CH:34]=[C:35]([CH3:36])[C:30]([N:27]3[CH2:26][CH2:25][N:24]([C:22]([C:11]4[CH:12]=[CH:13][C:14]([N:16]5[CH2:20][CH2:19][CH2:18][C:17]5=[O:21])=[CH:15][C:10]=4[C:9]([N:48]4[CH2:53][CH2:52][O:51][CH2:50][CH2:49]4)=[O:40])=[O:23])[CH2:29][CH2:28]3)=[N:31][CH:32]=2)[CH2:39][CH2:38]1. Product: C1(CC1)C=1C=C(C(=NC1)N1CCN(CC1)C(=O)C1=C(C=C(C=C1)N1C(CCC1)=O)C(=O)N1CCOCC1)C (1-[4-[4-(5-cyclopropyl-3-methylpyridin-2-yl)piperazine-1-carbonyl]-3-(morpholine-4-carbonyl)phenyl]pyrrolidin-2-one). Procedure: Using N,N-di-tert-butyloxycarbonyl-2-[4-(5-cyclopropyl-3-methylpyridin-2-yl)piperazine-1-carbonyl]-5-(2-oxopyrrolidin-1-yl)benzamide (70 mg) described in Example 814 and morpholine (38 μL) and by the reaction and treatment in the same manner as in Example 770, the title compound (20 mg) was obtained. Reactants: C(C)(C)(C)OC(=O)N(C(C1=C(C=CC(=C1)N1C(CCC1)=O)C(=O)N1CCN(CC1)C1=NC=C(C=C1C)C1CC1)=O)C(=O)OC(C)(C)C (N,N-di-tert-butyloxycarbonyl-2-[4-(5-cyclopropyl-3-methylpyridin-2-yl)piperazine-1-carbonyl]-5-(2-oxopyrrolidin-1-yl)benzamide), N1CCOCC1 (morpholine). Starting materials: C(C)(=O)[O-].[Pd+2].C(C)(=O)[O-] (palladium acetate), FC(C(=O)O)(F)F (trifluoroacetic acid). The product is FC(C(=O)[O-])(F)F.[Pd+2].FC(C(=O)[O-])(F)F (Palladium (II) trifluoroacetate). As a reaction SMILES: C([O-])(=O)C.[Pd+2:5].C([O-])(=O)C.[F:10][C:11]([F:16])([F:15])[C:12]([OH:14])=[O:13]>>[F:10][C:11]([F:16])([F:15])[C:12]([O-:14])=[O:13].[Pd+2:5].[F:10][C:11]([F:16])([F:15])[C:12]([O-:14])=[O:13] |f:0.1.2,4.5.6|. Procedure details: Into 40 ml of distilled trifluoroacetic acid was dissolved 1.0 g of palladium acetate. The solvent was distilled off and an additional 20 ml of trifluoroacetic acid was added and distilled off. The residual solid was dried in facuo at 40° C. to afford 1.3 g of brown product, i.e. palladium (II) trifluoroacetate, mp 210° C. (dec). The reactants are O=C([O-])[O-], CCOC(C)=O, CN(C)C=O, O=C(CCl)OCC(Cl)(Cl)Cl, [K+], [K+], CC(=O)C(=NO)C(=O)OC(C)(C)C. The product is CC(=O)C(=NOCC(=O)OCC(Cl)(Cl)Cl)C(=O)OC(C)(C)C. As a reaction SMILES: [C:14](=[O:15])([O-:16])[O-:17].[CH3:30][CH2:31][O:32][C:33](=[O:34])[CH3:35].[CH3:36][N:37]([CH3:38])[CH:39]=[O:40].[Cl:20][CH2:21][C:22](=[O:23])[O:24][CH2:25][C:26]([Cl:27])([Cl:28])[Cl:29].[K+:18].[K+:19].[OH:1][N:2]=[C:3]([C:4](=[O:5])[O:6][C:7]([CH3:8])([CH3:9])[CH3:10])[C:11]([CH3:12])=[O:13]>>[O:1]([N:2]=[C:3]([C:4](=[O:5])[O:6][C:7]([CH3:8])([CH3:9])[CH3:10])[C:11]([CH3:12])=[O:13])[CH2:21][C:22](=[O:23])[O:24][CH2:25][C:26]([Cl:27])([Cl:28])[Cl:29]. Starting materials: NC1=C(C=CC=C1)NC=1SC(=CC1C#N)C (2-((2-aminophenyl)amino)-5-methylthiophene-3-carbonitrile), Cl (hydrochloric acid). Run in C(C)(C)O (isopropanol). Product: CC1=CC2=C(NC3=C(N=C2N)C=CC=C3)S1 (2-Methyl-10H-benzo[b]thieno[2,3-e][1,4]diazepin-4-amine). As a reaction SMILES: [NH2:1][C:2]1[CH:7]=[CH:6][CH:5]=[CH:4][C:3]=1[NH:8][C:9]1[S:10][C:11]([CH3:16])=[CH:12][C:13]=1[C:14]#[N:15].Cl>C(O)(C)C>[CH3:16][C:11]1[S:10][C:9]2[NH:8][C:3]3[CH:4]=[CH:5][CH:6]=[CH:7][C:2]=3[N:1]=[C:14]([NH2:15])[C:13]=2[CH:12]=1. Procedure details: A mixture of 2-((2-aminophenyl)amino)-5-methylthiophene-3-carbonitrile, prepared as described in the previous step, (22.9 g, 100 mmol) in isopropanol (150 mL) and aqueous hydrochloric acid (50 mL, 18%) was heated at 80° C. for 3 hrs. The resulting suspension was filtered and the filter cake was dried to give the title compound as a red solid. 1H NMR (400 MHz CDCl3) δ 7.14-7.12 (t, 1H), 7.7.12-7.10 (t, 1H), 6.95-6.93 (d, J=8 MHz, 1H), 6.81-6.79 (d, J=8 MHz, 1H), 6.70 (s, 1H), 2.30 (s, 3H).